From a dataset of the Open Reaction Database (ORD), a public repository of structured organic reaction records. describe an organic reaction: reactants, conditions, products, and yield Reactants: C[O-].[Na+] (sodium methoxide), C(C1=CC=CC=C1)NC(=O)N (benzylurea), CC(C(=O)OCC)(C(=O)OCC)C (diethyl dimethylmalonate). Solvent: CO (methanol). Conditions: temperature 5 celsius. Yields the product C(C1=CC=CC=C1)N1C(NC(C(C1=O)(C)C)=O)=O (1-benzyl-5,5-dimethyl-2,4,6(1H,3H,5H)-pyrimidinetrione). As a reaction SMILES: C[O-].[Na+].[CH2:4]([NH:11][C:12]([NH2:14])=[O:13])[C:5]1[CH:10]=[CH:9][CH:8]=[CH:7][CH:6]=1.[CH3:15][C:16]([CH3:27])([C:22](OCC)=[O:23])[C:17](OCC)=[O:18]>CO>[CH2:4]([N:11]1[C:17](=[O:18])[C:16]([CH3:27])([CH3:15])[C:22](=[O:23])[NH:14][C:12]1=[O:13])[C:5]1[CH:10]=[CH:9][CH:8]=[CH:7][CH:6]=1 |f:0.1|. Reported procedure: A mixture of-sodium methoxide (0.343 g, 14.9 mmol), benzylurea (1.6 g, 10.6 mmol), diethyl dimethylmalonate (1.9 g, 10 mmol) and methanol (15 mL) was heated 6 hours at reflux. The reaction mixture was concentrated and the residue was stirred with water (30 mL) at 5° C. and then hydrochloric acid was added. The solids were collected, washed with water and dried to give 1-benzyl-5,5-dimethyl-2,4,6(1H,3H,5H)-pyrimidinetrione, m.p 136°-137° C. Reactants: C[C@]12C(C([C@H](CC1)C2(C)C)=O)=O ((1S,4R)-1,7,7-trimethyl-bicyclo[2.2.1]heptane-2,3-dione), COP(OC)(=O)CC(=O)C=1C=NN(C1C(F)(F)F)CC1=CC=CC=C1 ([2-(1-Benzyl-5-trifluoromethyl-1H-pyrazol-4-yl)-2-oxo-ethyl]-phosphonic acid dimethyl ester), O.NN (hydrazine monohydrate). Procedure: yellow oil. MS (EI): 413.2 (M+). Prepared from (1S,4R)-1,7,7-trimethyl-bicyclo[2.2.1]heptane-2,3-dione, [2-(1-Benzyl-5-trifluoromethyl-1H-pyrazol-4-yl)-2-oxo-ethyl]-phosphonic acid dimethyl ester, hydrazine monohydrate. As a reaction SMILES: [CH3:1][C@@:2]12[C:8]([CH3:10])([CH3:9])[C@@H:5]([CH2:6][CH2:7]1)[C:4](=O)[C:3]2=O.COP([CH2:19][C:20]([C:22]1[CH:23]=[N:24][N:25]([CH2:31][C:32]2[CH:37]=[CH:36][CH:35]=[CH:34][CH:33]=2)[C:26]=1[C:27]([F:30])([F:29])[F:28])=O)(=O)OC.O.[NH2:39][NH2:40]>>[CH2:31]([N:25]1[C:26]([C:27]([F:30])([F:29])[F:28])=[C:22]([C:20]2[CH:19]=[C:4]3[C:3]([C@:2]4([CH3:1])[C:8]([CH3:10])([CH3:9])[C@H:5]3[CH2:6][CH2:7]4)=[N:40][N:39]=2)[CH:23]=[N:24]1)[C:32]1[CH:37]=[CH:36][CH:35]=[CH:34][CH:33]=1 |f:2.3|. The product is C(C1=CC=CC=C1)N1N=CC(=C1C(F)(F)F)C1=NN=C2[C@]3(CC[C@@H](C2=C1)C3(C)C)C ((1S,8R)-5-(1-Benzyl-5-trifluoromethyl-1H-pyrazol-4-yl)-1,11,11-trimethyl-3,4-diaza-tricyclo[6.2.1.02,7]undeca-2,4,6-triene).